describe an organic reaction: reactants, conditions, products, and yield From a dataset of the Open Reaction Database (ORD), a public repository of structured organic reaction records. Starting materials: ClN1C(CCC1=O)=O (N-chlorosuccinimide), NC1=NC(=CC(=N1)N)Cl (2,4-diamino-6-chloropyrimidine). The solvent is CO (methanol), O (water). Conditions: time 3 hour. Yields the product NC1=NC(=C(C(=N1)N)Cl)Cl (2,4-diamino-5,6-dichloropyrimidine). Isolated yield 79.9%. RXN SMILES: [Cl:1]N1C(=O)CCC1=O.[NH2:9][C:10]1[N:15]=[C:14]([NH2:16])[CH:13]=[C:12]([Cl:17])[N:11]=1>CO.O>[NH2:9][C:10]1[N:15]=[C:14]([NH2:16])[C:13]([Cl:1])=[C:12]([Cl:17])[N:11]=1. Procedure details: 50 g of N-chlorosuccinimide are added in portions at 23° C. to a solution of 45 g of 2,4-diamino-6-chloropyrimidine in methanol (1030 ml). On completion of addition, the reaction mixture is stirred at room temperature for 3 hours. The methanol is evaporated under reduced pressure and the crude product obtained is taken up under reflux in 850 ml of water for 1 hour. After filtering, the crude product is recrystallized two times from an EtOH:H2O (80:20) mixture to give 44.5 g of 2,4-diamino-5,6-di... Starting materials: OCCNC(=O)N(C(=O)C1=CC=C(S1)C(=O)OC)CC1=CC=CC=C1 (methyl 5-[-(2-hydroxyethylcarbamoyl)benzylcarbamoyl]thiophene-2-carboxylate), O.NN (hydrazine monohydrate). Run in C(C)O (ethanol). The product is N(N)C(=O)C1=CC=C(S1)C(=O)NCC1=CC=C(C=C1)C(NCCO)=O (5-hydrazinecarbonyl-N-[4-(2-hydroxyethylcarbamoyl)benzyl]thiophene-2-carboxamide). The yield is 185.8%. As a reaction SMILES: OCCNC([N:7]([CH2:19][C:20]1[CH:25]=[CH:24][CH:23]=[CH:22][CH:21]=1)[C:8]([C:10]1[S:14][C:13]([C:15]([O:17]C)=O)=[CH:12][CH:11]=1)=[O:9])=O.[OH2:26].[NH2:27][NH2:28]>C(O)C>[NH:27]([C:15]([C:13]1[S:14][C:10]([C:8]([NH:7][CH2:19][C:20]2[CH:21]=[CH:22][C:23]([C:8](=[O:9])[NH:7][CH2:19][CH2:20][OH:26])=[CH:24][CH:25]=2)=[O:9])=[CH:11][CH:12]=1)=[O:17])[NH2:28] |f:1.2|. Reported procedure: 0.73 g (2.02 mmol) of methyl 5-[-(2-hydroxyethylcarbamoyl)benzylcarbamoyl]thiophene-2-carboxylate in 12 mL of ethanol was mixed with 1.67 mL (34.43 mmol) of hydrazine monohydrate and heated under reflux for 9 hours. The reaction solution was cooled with ice, and the precipitated solid was collected by filtration, washed with ethanol and dried under reduced pressure to obtain the desired product (0.68 g, yield 93%).